From a dataset of the Open Reaction Database (ORD), a public repository of structured organic reaction records. describe an organic reaction: reactants, conditions, products, and yield Starting materials: Cl (hydrochloric acid), TEA, ClC1=CC=C(C=C1)[C@@H]1COC[C@@H](N1)C=CC(=O)OC (methyl 3-[(3S,5R)-5-(4-chlorophenyl)morpholin-3-yl]acrylate), C(=C)CC(=O)O (vinylacetic acid), O=C1OCCN1P(=O)(N1C(OCC1)=O)Cl (bis(2-oxo-3-oxazolidinyl)phosphinic chloride). Solvent: C(C)(=O)OCC (ethyl acetate), C1CCOC1 (THF). Reaction conditions: time 2 hour. Product: C(CC=C)(=O)N1[C@H](COC[C@H]1C1=CC=C(C=C1)Cl)/C=C/C(=O)OC (methyl 3-[(3S,5R)-4-(3-butenoyl)-5-(4-chlorophenyl)morpholin-3-yl]-(E)-acrylate), C(CC=C)(=O)N1[C@H](COC[C@H]1C1=CC=C(C=C1)Cl)\C=C/C(=O)OC (methyl 3-[(3S,5R)-4-(3-butenoyl)-5-(4-chlorophenyl)morpholin-3-yl]-(Z)-acrylate). RXN SMILES: [Cl:1][C:2]1[CH:7]=[CH:6][C:5]([C@H:8]2[NH:13][C@@H:12]([CH:14]=[CH:15][C:16]([O:18][CH3:19])=[O:17])[CH2:11][O:10][CH2:9]2)=[CH:4][CH:3]=1.[CH:20]([CH2:22][C:23](O)=[O:24])=[CH2:21].O=C1N(P(Cl)(N2CCOC2=O)=O)CCO1.Cl>C1COCC1.C(OCC)(=O)C>[C:23]([N:13]1[C@H:8]([C:5]2[CH:4]=[CH:3][C:2]([Cl:1])=[CH:7][CH:6]=2)[CH2:9][O:10][CH2:11][C@@H:12]1/[CH:14]=[CH:15]/[C:16]([O:18][CH3:19])=[O:17])(=[O:24])[CH2:22][CH:20]=[CH2:21].[C:23]([N:13]1[C@H:8]([C:5]2[CH:4]=[CH:3][C:2]([Cl:1])=[CH:7][CH:6]=2)[CH2:9][O:10][CH2:11][C@@H:12]1/[CH:14]=[CH:15]\[C:16]([O:18][CH3:19])=[O:17])(=[O:24])[CH2:22][CH:20]=[CH2:21]. Procedure details: TEA (88.4 μL) was added to a solution of methyl 3-[(3S,5R)-5-(4-chlorophenyl)morpholin-3-yl]acrylate (89 mg), vinylacetic acid (40.4 μL), and bis(2-oxo-3-oxazolidinyl)phosphinic chloride (121 mg) in THF (4 mL) at room temperature. The reaction solution was stirred at room temperature for two hours. Then, a 1 N hydrochloric acid solution and ethyl acetate were added to the reaction solution, and the organic layer was separated. The resulting organic layer was sequentially washed with a 1 N sodium... The reactants are C1=NC=CC2=CC(=CC=C12)C(O)C1=CC(CCC1(C)C)(C)C (isoquinolin-6-yl(3,3,6,6-tetramethylcyclohex-1-enyl)methanol), C([O-])(O)=O.[Na+] (sodium bicarbonate), CC(=O)OI1(C=2C=CC=CC2C(=O)O1)(OC(=O)C)OC(=O)C (Dess-Martin periodinane). Run in ClCCl (dichloromethane). Run at time 8 hour. Yields the product C1=NC=CC2=CC(=CC=C12)C(=O)C1=CC(CCC1(C)C)(C)C (isoquinolin-6-yl(3,3,6,6-tetramethylcyclohex-1-enyl) methanone). Isolated yield 77.7%. Reaction SMILES: [CH:1]1[C:10]2[C:5](=[CH:6][C:7]([CH:11]([C:13]3[C:18]([CH3:20])([CH3:19])[CH2:17][CH2:16][C:15]([CH3:22])([CH3:21])[CH:14]=3)[OH:12])=[CH:8][CH:9]=2)[CH:4]=[CH:3][N:2]=1.C(=O)(O)[O-].[Na+].CC(OI1(OC(C)=O)(OC(C)=O)OC(=O)C2C=CC=CC1=2)=O>ClCCl>[CH:1]1[C:10]2[C:5](=[CH:6][C:7]([C:11]([C:13]3[C:18]([CH3:20])([CH3:19])[CH2:17][CH2:16][C:15]([CH3:22])([CH3:21])[CH:14]=3)=[O:12])=[CH:8][CH:9]=2)[CH:4]=[CH:3][N:2]=1 |f:1.2|. Procedure details: To the product of Example 10h (167.3 mg, 0.57 mmol) in dichloromethane (10 mL) at room temperature was added sodium bicarbonate (50 mg) and Dess-Martin periodinane (365 mg, 0.85 mmol) and the reaction was stirred at room temperature overnight. The mixture was concentrated under reduced pressure and the residue was purified by silica gel column chromatography to afford the title compound as a colorless oil (130 mg, Yield: 78%). 1H NMR (400 MHz, CDCl3) δ 9.32 (s, 1H), 8.61 (d, J=6.0 Hz, 1H), 8.09 ... RXN SMILES: [Br:1][C:2]1[CH:10]=[CH:9][C:5]([C:6](O)=[O:7])=[C:4]([Cl:11])[CH:3]=1.B.O1CCCC1.O.C([O-])(O)=O.[Na+]>O1CCCC1>[Br:1][C:2]1[CH:10]=[CH:9][C:5]([CH2:6][OH:7])=[C:4]([Cl:11])[CH:3]=1 |f:1.2,4.5|. Product: BrC1=CC(=C(C=C1)CO)Cl ((4-bromo-2-chlorophenyl)methanol). Reactants: BrC1=CC(=C(C(=O)O)C=C1)Cl (4-bromo-2-chlorobenzoic acid), B.O1CCCC1 (borane tetrahydrofuran), C(=O)(O)[O-].[Na+] (NaHCO3), O (water). Solvent: O1CCCC1 (tetrahydrofuran). Reported procedure: To a stirred solution of 4-bromo-2-chlorobenzoic acid (4.27 g, 18.1 mmol) in tetrahydrofuran (39 mL) at 0° C. is added borane-tetrahydrofuran complex (1 M in THF) (36.3 mL, 36.3 mmol). The reaction mixture is stirred 16 h at room temperature. At 0° C., water is slowly added then NaHCO3 aq. sat. is also slowly added The resulting solution is extracted with EtOAc (3×50 mL). The combined organic layer is washed with brine, dried over anhydrous MgSO4, filtered and concentrated under reduced pressure... Run at time 16 hour. Isolated yield 108.3%. The reactants are CCOC(=O)c1cc(-c2nnc(C(C)(Cc3ccccc3)NC(=O)OC(C)(C)C)o2)cc(C2(C#N)CCCC2)c1, C1CCOC1, [Li+], [OH-], O, O. Yields the product CC(C)(C)OC(=O)NC(C)(Cc1ccccc1)c1nnc(-c2cc(C(=O)O)cc(C3(C#N)CCCC3)c2)o1. RXN SMILES: [C:1]([CH3:2])([CH3:3])([CH3:4])[O:5][C:6](=[O:7])[NH:8][C:9]([CH2:10][c:11]1[cH:12][cH:13][cH:14][cH:15][cH:16]1)([CH3:17])[c:18]1[n:19][n:20][c:21](-[c:23]2[cH:24][c:25]([C:26](=[O:27])[O:28][CH2:29][CH3:30])[cH:31][c:32]([C:34]3([C:39]#[N:40])[CH2:35][CH2:36][CH2:37][CH2:38]3)[cH:33]2)[o:22]1.[CH2:44]1[O:45][CH2:46][CH2:47][CH2:48]1.[Li+:42].[OH-:41].[OH2:43].[OH2:49]>>[C:1]([CH3:2])([CH3:3])([CH3:4])[O:5][C:6](=[O:7])[NH:8][C:9]([CH2:10][c:11]1[cH:12][cH:13][cH:14][cH:15][cH:16]1)([CH3:17])[c:18]1[n:19][n:20][c:21](-[c:23]2[cH:24][c:25]([C:26](=[O:27])[OH:28])[cH:31][c:32]([C:34]3([C:39]#[N:40])[CH2:35][CH2:36][CH2:37][CH2:38]3)[cH:33]2)[o:22]1. Starting materials: CO, CCCC1=NC2(Cc3ccc([N+](=O)[O-])cc3C2)C(=O)N1. Product: CCCC1=NC2(Cc3ccc(N)cc3C2)C(=O)N1. RXN SMILES: [CH3:21][OH:22].[N+:1]([O-:2])(=[O:3])[c:4]1[cH:5][c:6]2[c:18]([cH:19][cH:20]1)[CH2:17][C:8]1([CH2:7]2)[N:9]=[C:10]([CH2:14][CH2:15][CH3:16])[NH:11][C:12]1=[O:13]>>[NH2:1][c:4]1[cH:5][c:6]2[c:18]([cH:19][cH:20]1)[CH2:17][C:8]1([CH2:7]2)[N:9]=[C:10]([CH2:14][CH2:15][CH3:16])[NH:11][C:12]1=[O:13]. The reactants are COC(=O)C=CCN1CCN(Cc2ccccc2)CC1, CO, [H][H], [OH-], [OH-], [Pd+2]. The product is COC(=O)CCCN1CCN(Cc2ccccc2)CC1. RXN SMILES: [CH2:1]([c:2]1[cH:3][cH:4][cH:5][cH:6][cH:7]1)[N:8]1[CH2:9][CH2:10][N:11]([CH2:14][CH:15]=[CH:16][C:17](=[O:18])[O:19][CH3:20])[CH2:12][CH2:13]1.[CH3:23][OH:24].[H:21][H:22].[OH-:25].[OH-:27].[Pd+2:26]>>[CH2:1]([c:2]1[cH:3][cH:4][cH:5][cH:6][cH:7]1)[N:8]1[CH2:9][CH2:10][N:11]([CH2:14][CH2:15][CH2:16][C:17](=[O:18])[O:19][CH3:20])[CH2:12][CH2:13]1. Reported procedure: Prepared in analogy to example 1 (b) from 5-methanesulfonyl-2-(2,2,2-trifluoro-1,1-dimethyl-ethoxy)-benzoic acid (Example A14) and 1-[5-(2,2,2-trifluoro-ethyl)-thiazol-2-yl]-piperazine hydrochloride (Example 69(e)). The crude material was purified by chromatography (SiO2, ethyl acetate/heptane) to yield the title compound as a white crystalline solid (yield 27%). MS (m/e): 560.3 (M+H+, 100%). Product: CS(=O)(=O)C=1C=CC(=C(C1)C(=O)N1CCN(CC1)C=1SC(=CN1)CC(F)(F)F)OC(C(F)(F)F)(C)C ([5-Methanesulfonyl-2-(2,2,2-trifluoro-1,1-dimethyl-ethoxy)-phenyl]-{4-[5-(2,2,2-trifluoro-ethyl)-thiazol-2-yl]-piperazin-1-yl}-methanone). Reaction SMILES: [CH3:1][S:2]([C:5]1[CH:6]=[CH:7][C:8]([O:14][C:15]([CH3:21])([CH3:20])[C:16]([F:19])([F:18])[F:17])=[C:9]([CH:13]=1)[C:10]([OH:12])=O)(=[O:4])=[O:3].Cl.[F:23][C:24]([F:38])([F:37])[CH2:25][C:26]1[S:30][C:29]([N:31]2[CH2:36][CH2:35][NH:34][CH2:33][CH2:32]2)=[N:28][CH:27]=1>>[CH3:1][S:2]([C:5]1[CH:6]=[CH:7][C:8]([O:14][C:15]([CH3:20])([CH3:21])[C:16]([F:18])([F:17])[F:19])=[C:9]([C:10]([N:34]2[CH2:35][CH2:36][N:31]([C:29]3[S:30][C:26]([CH2:25][C:24]([F:38])([F:23])[F:37])=[CH:27][N:28]=3)[CH2:32][CH2:33]2)=[O:12])[CH:13]=1)(=[O:4])=[O:3] |f:1.2|. Isolated yield 27.0%. Starting materials: example 1 ( b ), CS(=O)(=O)C=1C=CC(=C(C(=O)O)C1)OC(C(F)(F)F)(C)C (5-methanesulfonyl-2-(2,2,2-trifluoro-1,1-dimethyl-ethoxy)-benzoic acid), Cl.FC(CC1=CN=C(S1)N1CCNCC1)(F)F (1-[5-(2,2,2-trifluoro-ethyl)-thiazol-2-yl]-piperazine hydrochloride). Starting materials: CN(C)Cc1cc(NC(=O)OC(C)(C)C)c([N+](=O)[O-])cc1I, OB(O)c1ccc(F)cc1. Product: CN(C)Cc1cc(NC(=O)OC(C)(C)C)c([N+](=O)[O-])cc1-c1ccc(F)cc1. As a reaction SMILES: [C:1]([CH3:2])([CH3:3])([CH3:4])[O:5][C:6]([NH:7][c:8]1[c:9]([N+:19](=[O:20])[O-:21])[cH:10][c:11]([I:18])[c:12]([CH2:14][N:15]([CH3:16])[CH3:17])[cH:13]1)=[O:22].[OH:23][B:24]([OH:25])[c:26]1[cH:27][cH:28][c:29]([F:30])[cH:31][cH:32]1>>[C:1]([CH3:2])([CH3:3])([CH3:4])[O:5][C:6]([NH:7][c:8]1[c:9]([N+:19](=[O:20])[O-:21])[cH:10][c:11](-[c:26]2[cH:27][cH:28][c:29]([F:30])[cH:31][cH:32]2)[c:12]([CH2:14][N:15]([CH3:16])[CH3:17])[cH:13]1)=[O:22]. Starting materials: FC=1C=C(C=CC1F)C(C(C)O)N (1-(3,4-difluorophenyl)-2-hydroxy-propylamine), C([O-])([O-])=O.[Cs+].[Cs+] (Cesium carbonate), C(N)(OO)=O (hydroxy carbamate), S(O)(O)(=O)=O (Sulfuric acid). Run in O (water). Yields the product FC=1C=C(C=CC1F)[C@@H]1NC(O[C@H]1C)=O (4(S)-(3,4-difluorophenyl)-5(S)-methyloxazolidin-2-one). RXN SMILES: [C:1](=[O:4])([O-])[O-:2].[Cs+].[Cs+].C(=O)(OO)N.S(=O)(=O)(O)O.[F:17][C:18]1[CH:19]=[C:20]([CH:25]([NH2:29])[CH:26](O)[CH3:27])[CH:21]=[CH:22][C:23]=1[F:24]>O>[F:17][C:18]1[CH:19]=[C:20]([C@H:25]2[C@H:26]([CH3:27])[O:2][C:1](=[O:4])[NH:29]2)[CH:21]=[CH:22][C:23]=1[F:24] |f:0.1.2|. Reported procedure: Recovery Procedure B. Cesium carbonate (2 g) was added to another portion of the hydroxy carbamate mixture, and after about thirty minutes at room temperature the reaction mixture was diluted with water (50 ml). Sulfuric acid (10 eq.) was then added, and the mixture was refluxed for 30 minutes to obtain a mixture of the title compound plus 1-(3,4-difluorophenyl)-2-hydroxy-propylamine. Isolation by neutralization with NaOH to a pH=8-9, and extraction with MTBE afforded the title compound, which w... Reactants: CC(C)O, Clc1nc2ccccc2[nH]1, Nc1ccc(Oc2nccnc2C2CCOCC2)cc1. The product is c1ccc2[nH]c(Nc3ccc(Oc4nccnc4C4CCOCC4)cc3)nc2c1. RXN SMILES: [CH:31]([OH:32])([CH3:33])[CH3:34].[Cl:21][c:22]1[nH:23][c:24]2[c:25]([n:26]1)[cH:27][cH:28][cH:29][cH:30]2.[O:1]1[CH2:2][CH2:3][CH:4]([c:7]2[c:8]([O:13][c:14]3[cH:15][cH:16][c:17]([NH2:18])[cH:19][cH:20]3)[n:9][cH:10][cH:11][n:12]2)[CH2:5][CH2:6]1>>[O:1]1[CH2:2][CH2:3][CH:4]([c:7]2[c:8]([O:13][c:14]3[cH:15][cH:16][c:17]([NH:18][c:22]4[n:23][c:24]5[c:25]([nH:26]4)[cH:27][cH:28][cH:29][cH:30]5)[cH:19][cH:20]3)[n:9][cH:10][cH:11][n:12]2)[CH2:5][CH2:6]1.